Dataset: the Open Reaction Database (ORD), a public repository of structured organic reaction records. Task: describe an organic reaction: reactants, conditions, products, and yield RXN SMILES: [CH3:28][C:29](=[O:30])[OH:31].[Cl:1][c:2]1[cH:3][c:4]([F:27])[c:5]([NH:20][C:21]([C:22]([F:23])([F:24])[F:25])=[O:26])[cH:6][c:7]1[O:8][c:9]1[c:10]([C:18]#[N:19])[cH:11][c:12]([N+:15]([O-:16])=[O:17])[cH:13][cH:14]1.[Fe:32]>>[Cl:1][c:2]1[cH:3][c:4]([F:27])[c:5]([NH:20][C:21]([C:22]([F:23])([F:24])[F:25])=[O:26])[cH:6][c:7]1[O:8][c:9]1[c:10]([C:18]#[N:19])[cH:11][c:12]([NH2:15])[cH:13][cH:14]1. Reactants: CC(=O)O, N#Cc1cc([N+](=O)[O-])ccc1Oc1cc(NC(=O)C(F)(F)F)c(F)cc1Cl, [Fe]. The product is N#Cc1cc(N)ccc1Oc1cc(NC(=O)C(F)(F)F)c(F)cc1Cl. Starting materials: S(O)(O)(=O)=O, C1C[C@](C(N1)=O)(C)N. Reagents/catalysts: c1ccc(cc1)-c2c3ccccc3cc4ccccc24 (9-Phenylanthracene). Solvent: CC(C)O (IPA). Conditions: temperature 80 celsius, time 18 hour. The product is C[C@]1(N)CCNC1=O. RXN SMILES: OS(O)(=O)=O.[CH3:1][C@:2]1([C:7](=[O:8])[NH:6][CH2:5][CH2:4]1)[NH2:3]>>[CH3:1][C@:2]1([C:7](=[O:8])[NH:6][CH2:5][CH2:4]1)[NH2:3]. Product: IC1=CC=C(N)C=C1 (p-iodoaniline), IC1=C(N)C=CC=C1 (o-iodoaniline). Conditions: time 4 hour. Reported procedure: The anode compartment of the cell described in Example 19 was charged with 150 ml of water, 22.5 g of sodium iodide and 139.5 ml of aniline. The cathode compartment was charged with 300 ml of water and 45 g of sodium iodide. The cell was operated at 0.25 ampere (25 ma/cm2) at 25°C for 4 hours, and the anode solution was extracted with methylene chloride and analyzed by glc. A total of 3.30 g of p-iodoaniline and 0.14 g of o-iodoaniline were produced. This corresponds to a p-iodoaniline current e... The reactants are [I-].[Na+] (sodium iodide), [I-].[Na+] (sodium iodide), NC1=CC=CC=C1 (aniline). The solvent is O (water), O (water). RXN SMILES: [I-:1].[Na+].[NH2:3][C:4]1[CH:9]=[CH:8][CH:7]=[CH:6][CH:5]=1>O>[I:1][C:7]1[CH:8]=[CH:9][C:4]([NH2:3])=[CH:5][CH:6]=1.[I:1][C:5]1[CH:6]=[CH:7][CH:8]=[CH:9][C:4]=1[NH2:3] |f:0.1|. The reactants are [Li]CCCC, COC(=O)Cc1ccc(C(F)(F)F)c(F)c1, CN1CCCN(C)C1=O, CC(C)NC(C)C, ICC1CCCC1, C1CCOC1. The product is COC(=O)C(CC1CCCC1)c1ccc(C(F)(F)F)c(F)c1. Reaction SMILES: [CH2:8]([Li:9])[CH2:10][CH2:11][CH3:12].[CH3:13][O:14][C:15]([CH2:16][c:17]1[cH:18][c:19]([F:27])[c:20]([C:23]([F:24])([F:25])[F:26])[cH:21][cH:22]1)=[O:28].[CH3:41][N:42]1[CH2:43][CH2:44][CH2:45][N:46]([CH3:47])[C:48]1=[O:49].[CH:1]([NH:2][CH:3]([CH3:4])[CH3:5])([CH3:6])[CH3:7].[I:29][CH2:30][CH:31]1[CH2:32][CH2:33][CH2:34][CH2:35]1.[O:36]1[CH2:37][CH2:38][CH2:39][CH2:40]1>>[CH3:13][O:14][C:15]([CH:16]([c:17]1[cH:18][c:19]([F:27])[c:20]([C:23]([F:24])([F:25])[F:26])[cH:21][cH:22]1)[CH2:30][CH:31]1[CH2:32][CH2:33][CH2:34][CH2:35]1)=[O:28]. The reactants are [Li]CCCC, CCOCC, [Na+], CN(C)C=O, [OH-], CN1CCN(Cc2ccc(-c3ccccc3)cc2)CC1. The product is CN1CCN(Cc2ccc(-c3ccccc3)cc2C=O)CC1. RXN SMILES: [CH3:21][CH2:22][CH2:23][CH2:24][Li:25].[CH3:33][CH2:34][O:35][CH2:36][CH3:37].[Na+:32].[O:26]=[CH:27][N:28]([CH3:29])[CH3:30].[OH-:31].[c:1]1(-[c:15]2[cH:16][cH:17][cH:18][cH:19][cH:20]2)[cH:2][cH:3][c:4]([CH2:7][N:8]2[CH2:9][CH2:10][N:11]([CH3:14])[CH2:12][CH2:13]2)[cH:5][cH:6]1>>[c:1]1(-[c:15]2[cH:16][cH:17][cH:18][cH:19][cH:20]2)[cH:2][cH:3][c:4]([CH2:7][N:8]2[CH2:9][CH2:10][N:11]([CH3:14])[CH2:12][CH2:13]2)[c:5]([CH:27]=[O:26])[cH:6]1.